This data is from the Open Reaction Database (ORD), a public repository of structured organic reaction records. The task is: describe an organic reaction: reactants, conditions, products, and yield Reactants: CC(Br)c1ccccn1, CCOC(=O)c1cc(C=O)[nH]n1, [H-], [Na+], CN(C)C=O, O. The product is CCOC(=O)c1cc(C=O)nn1C(C)c1ccccn1. As a reaction SMILES: [Br:20][CH:21]([CH3:22])[c:23]1[n:24][cH:25][cH:26][cH:27][cH:28]1.[CH2:1]([CH3:2])[O:3][C:4](=[O:5])[c:6]1[n:7][nH:8][c:9]([CH:11]=[O:12])[cH:10]1.[H-:18].[Na+:19].[O:13]=[CH:14][N:15]([CH3:16])[CH3:17].[OH2:29]>>[CH2:1]([CH3:2])[O:3][C:4](=[O:5])[c:6]1[n:7]([CH:21]([CH3:22])[c:23]2[n:24][cH:25][cH:26][cH:27][cH:28]2)[n:8][c:9]([CH:11]=[O:12])[cH:10]1. Reactants: CC(Oc1c(C(=O)O)cc(Cl)cc1[N+](=O)[O-])C(=O)O, N, O, O, O, O, O, O, O, O, O=S(=O)(O)O. Product: CC1Oc2c(cc(Cl)cc2C(=O)O)NC1=O. Reaction SMILES: [C:13](=[O:14])([OH:15])[c:16]1[c:17]([O:18][CH:19]([C:20](=[O:21])[OH:31])[CH3:23])[c:24]([N+:29]([O-:22])=[O:30])[cH:25][c:26]([Cl:28])[cH:27]1.[NH3:32].[OH2:1].[OH2:2].[OH2:33].[OH2:3].[OH2:4].[OH2:5].[OH2:6].[OH2:7].[S:8]([OH:9])([OH:10])(=[O:11])=[O:12]>>[C:13](=[O:14])([OH:15])[c:16]1[c:17]2[c:24]([cH:25][c:26]([Cl:28])[cH:27]1)[NH:29][C:20](=[O:21])[CH:19]([CH3:23])[O:18]2. Reaction SMILES: O1CCOCC1.O.[CH:8]1(B(O)O)[CH2:10][CH2:9]1.Br[C:15]1[C:23]2[C:18](=[CH:19][CH:20]=[CH:21][C:22]=2[N+:24]([O-:26])=[O:25])[N:17]([CH2:27][C:28]2[CH:33]=[CH:32][CH:31]=[C:30]([CH3:34])[N:29]=2)[N:16]=1.C([O-])([O-])=O.[K+].[K+]>C(Cl)Cl.C([O-])(=O)C.[Pd+2].C([O-])(=O)C.C1(P(C2CCCCC2)C2C=CC=CC=2C2C(OC)=CC=C(S([O-])(=O)=O)C=2OC)CCCCC1.[Na+]>[CH:8]1([C:15]2[C:23]3[C:18](=[CH:19][CH:20]=[CH:21][C:22]=3[N+:24]([O-:26])=[O:25])[N:17]([CH2:27][C:28]3[CH:33]=[CH:32][CH:31]=[C:30]([CH3:34])[N:29]=3)[N:16]=2)[CH2:10][CH2:9]1 |f:0.1,4.5.6,8.9.10,11.12|. Solvent: C(Cl)Cl (DCM). Reported procedure: A 250 mL round bottom flask was charged with 1,4-dioxane/H2O (150 mL/30 mL). The flask was cooled to 0° C. and vacuum was applied for 20 minutes. A 500 mL round bottom flask was charged with cyclopropylboronic acid (Preparation C, 15.90 g, 185.1 mmol), 3-bromo-1-((6-methylpyridin-2-yl)methyl)-4-nitro-1H-indazole (Preparation C, 25.71 g, 74.06 mmol), K2CO3 (40.94 g, 296.2 mmol), palladium acetate (0.4988 g, 2.222 mmol) and sodium 2′-(dicyclohexylphosphino)-2,6-dimethoxybiphenyl-3-sulfonate (2.278... Yield: 96.8%. Reaction conditions: temperature 0 celsius, time 20 minute. The reactants are O1CCOCC1.O (1,4-dioxane H2O), C1(CC1)B(O)O (cyclopropylboronic acid), BrC1=NN(C2=CC=CC(=C12)[N+](=O)[O-])CC1=NC(=CC=C1)C (3-bromo-1-((6-methylpyridin-2-yl)methyl)-4-nitro-1H-indazole), C(=O)([O-])[O-].[K+].[K+] (K2CO3). Reagents/catalysts: C(C)(=O)[O-].[Pd+2].C(C)(=O)[O-] (palladium acetate), C1(CCCCC1)P(C1=C(C=CC=C1)C1=C(C(=CC=C1OC)S(=O)(=O)[O-])OC)C1CCCCC1.[Na+] (sodium 2′-(dicyclohexylphosphino)-2,6-dimethoxybiphenyl-3-sulfonate). Product: C1(CC1)C1=NN(C2=CC=CC(=C12)[N+](=O)[O-])CC1=NC(=CC=C1)C (3-cyclopropyl-1-((6-methylpyridin-2-yl)methyl)-4-nitro-1H-indazole).